Dataset: the Open Reaction Database (ORD), a public repository of structured organic reaction records. Task: describe an organic reaction: reactants, conditions, products, and yield Reactants: C(C(C)C)(=O)O (isobutyric acid), standard solution, C(CCC)[Li] (n-butyllithium), CCCCCCC (heptane), C(C)(C)NC(C)C (diisopropylamine), BrCCCC (1-bromobutane), ice, ice, ice. Reagents/catalysts: Cl (hydrochloric acid). The solvent is O1CCCC1 (tetrahydrofuran), O (water), C1(=CC=CC=C1)C (toluene). The product is CC(C(=O)O)(CCCC)C (2,2-dimethylhexanoic acid). As a reaction SMILES: [C:1]([OH:6])(=[O:5])[CH:2]([CH3:4])[CH3:3].[CH:7](NC(C)C)([CH3:9])[CH3:8].[CH2:14]([Li])CCC.CCCCCCC.BrCCCC>Cl.O.O1CCCC1.C1(C)C=CC=CC=1>[CH3:3][C:2]([CH3:14])([CH2:4][CH2:8][CH2:7][CH3:9])[C:1]([OH:6])=[O:5]. Procedure: A 2-L flask is charged with 4.9 g (200 g-atom) of magnesium turnings, 75 mL of methanol and a crystal of iodine. The mixture is heated to reflux until all the magnesium has reacted leaving a grey slurry of magnesium methoxide. After cooling, 35.2 g (400 mmol) of isobutyric acid is added followed by 250 mL of toluene. A condenser is attached set for downward distillation and the methanol and some toluene are distilled until 250 mL of distillate is collected and the distillation temperature reache... The reactants are COC(=O)c1ccc(Br)c(C)c1, COc1ccc(B2OC(C)(C)C(C)(C)O2)cc1-c1ccc(C(F)(F)F)cc1CN1C(=O)OC(c2cc(C(F)(F)F)cc(C(F)(F)F)c2)C1C, [K+], [OH-]. Yields the product COC(=O)c1ccc(-c2ccc(OC)c(-c3ccc(C(F)(F)F)cc3CN3C(=O)OC(c4cc(C(F)(F)F)cc(C(F)(F)F)c4)C3C)c2)c(C)c1. As a reaction SMILES: [Br:50][c:51]1[c:52]([CH3:61])[cH:53][c:54]([C:55](=[O:56])[O:57][CH3:58])[cH:59][cH:60]1.[F:1][C:2]([c:3]1[cH:4][c:5]([CH:13]2[CH:14]([CH3:47])[N:15]([CH2:19][c:20]3[c:21](-[c:30]4[c:31]([O:45][CH3:46])[cH:32][cH:33][c:34]([B:36]5[O:37][C:38]([CH3:39])([CH3:40])[C:41]([CH3:42])([CH3:43])[O:44]5)[cH:35]4)[cH:22][cH:23][c:24]([C:26]([F:27])([F:28])[F:29])[cH:25]3)[C:16](=[O:18])[O:17]2)[cH:6][c:7]([C:9]([F:10])([F:11])[F:12])[cH:8]1)([F:48])[F:49].[K+:63].[OH-:62]>>[F:1][C:2]([c:3]1[cH:4][c:5]([CH:13]2[CH:14]([CH3:47])[N:15]([CH2:19][c:20]3[c:21](-[c:30]4[c:31]([O:45][CH3:46])[cH:32][cH:33][c:34](-[c:51]5[c:52]([CH3:61])[cH:53][c:54]([C:55](=[O:56])[O:57][CH3:58])[cH:59][cH:60]5)[cH:35]4)[cH:22][cH:23][c:24]([C:26]([F:27])([F:28])[F:29])[cH:25]3)[C:16](=[O:18])[O:17]2)[cH:6][c:7]([C:9]([F:10])([F:11])[F:12])[cH:8]1)([F:48])[F:49]. Starting materials: C(#N)C1=CC(=C(C(=O)N[C@@H](C(F)(F)F)C)C=C1)F ((R)-4-cyano-2-fluoro-N-(2,2,2-trifluoro-1-methyl-ethyl)-benzamide). Reagents/catalysts: [Pd] (Pd/C). Run in C(C)(=O)O (acetic acid), C(C)O (ethanol), O (water). Conditions: time 30 minute. Product: NCC1=CC(=C(C(=O)N[C@@H](C(F)(F)F)C)C=C1)F ((R)-4-Aminomethyl-2-fluoro-N-(2,2,2-trifluoro-1-methyl-ethyl)-benzamide). The yield is 93.7%. Reaction SMILES: [C:1]([C:3]1[CH:17]=[CH:16][C:6]([C:7]([NH:9][C@H:10]([CH3:15])[C:11]([F:14])([F:13])[F:12])=[O:8])=[C:5]([F:18])[CH:4]=1)#[N:2]>C(O)C.O.C(O)(=O)C.[Pd]>[NH2:2][CH2:1][C:3]1[CH:17]=[CH:16][C:6]([C:7]([NH:9][C@H:10]([CH3:15])[C:11]([F:12])([F:13])[F:14])=[O:8])=[C:5]([F:18])[CH:4]=1. Procedure details: Combine a solution of (R)-4-cyano-2-fluoro-N-(2,2,2-trifluoro-1-methyl-ethyl)-benzamide (0.904 g, 3.475 mmol) in absolute ethanol (26 mL), water (9.7 mL) and glacial acetic acid (1.2 mL) with 10% Pd/C (Degussa type E101, 0.27 g, 0.13 mmol) under nitrogen. Purge the mixture with nitrogen and then with hydrogen. Stir the slurry at room temperature under hydrogen at 55 psi for 30 min. Purge the reaction mixture with nitrogen and then filter the slurry over Celite®. Wash the filter cake with ethanol...